This data is from the Open Reaction Database (ORD), a public repository of structured organic reaction records. The task is: describe an organic reaction: reactants, conditions, products, and yield Run in C1(=CC=CC=C1)C (toluene). Starting materials: BrC=1C=C(C=NC1Cl)OC[C@H]1N(CCC1)C(=O)OC(C)(C)C (5-bromo-6-chloro-3-(1-BOC-2-(S)-pyrrolidinylmethoxy)pyridine), C(C)OC(=C)[Sn](CCCC)(CCCC)CCCC ((1-ethoxyvinyl)tributyltin), CI NH3, [Sn] (tin). The product is C(C)OC(=C)C=1C=C(C=NC1Cl)OC[C@H]1NCCC1 (5-(1-Ethoxyvinyl)-6-chloro-3-(2-(S)-pyrrolidinylmethoxy)pyridine). RXN SMILES: Br[C:2]1[CH:3]=[C:4]([O:9][CH2:10][C@@H:11]2[CH2:15][CH2:14][CH2:13][N:12]2C(OC(C)(C)C)=O)[CH:5]=[N:6][C:7]=1[Cl:8].[CH2:23]([O:25][C:26]([Sn](CCCC)(CCCC)CCCC)=[CH2:27])[CH3:24].[Sn]>C1(C)C=CC=CC=1.C1C=CC([P]([Pd]([P](C2C=CC=CC=2)(C2C=CC=CC=2)C2C=CC=CC=2)([P](C2C=CC=CC=2)(C2C=CC=CC=2)C2C=CC=CC=2)[P](C2C=CC=CC=2)(C2C=CC=CC=2)C2C=CC=CC=2)(C2C=CC=CC=2)C2C=CC=CC=2)=CC=1>[CH2:26]([O:25][C:23]([C:2]1[CH:3]=[C:4]([O:9][CH2:10][C@@H:11]2[CH2:15][CH2:14][CH2:13][NH:12]2)[CH:5]=[N:6][C:7]=1[Cl:8])=[CH2:24])[CH3:27] |^3:40,^1:52,54,73,92|. Procedure: To a solution of 5-bromo-6-chloro-3-(1-BOC-2-(S)-pyrrolidinylmethoxy)pyridine (500 mg, 1.28 mmol) in toluene (10.0 mL) was added (1-ethoxyvinyl)tributyltin (489 mL, 1.41 mmol) and tetrakis(triphenylphosphine)palladium(0) (45 mg, 0.-45 mmol). After being refluxed overnight, the resulting mixture was cooled to room temperature. Solvent was removed and the residue was chromatographed on a silica gel column, eluting with hexane/EtOAc 2:1 and 1:1 to afford an oil (568 mg, >100%; some tin reagent cont... The reagents and catalysts are C=1C=CC(=CC1)[P](C=2C=CC=CC2)(C=3C=CC=CC3)[Pd]([P](C=4C=CC=CC4)(C=5C=CC=CC5)C=6C=CC=CC6)([P](C=7C=CC=CC7)(C=8C=CC=CC8)C=9C=CC=CC9)[P](C=1C=CC=CC1)(C=1C=CC=CC1)C=1C=CC=CC1 (tetrakis(triphenylphosphine)palladium(0)).